This data is from the Open Reaction Database (ORD), a public repository of structured organic reaction records. The task is: describe an organic reaction: reactants, conditions, products, and yield Reactants: CCOC(=O)C(Cc1c(Br)c(OC)c(OC)c(OC)c1OC)(C(=O)OCC)c1ccc(OCc2ccccc2)cc1, C1CCOC1, [Li]CCCC, CCCCCC, CC(=O)O, CCOCC. The product is CCOC(=O)C1(c2ccc(OCc3ccccc3)cc2)Cc2c(OC)c(OC)c(OC)c(OC)c2C1=O. Reaction SMILES: [CH2:12]([c:13]1[cH:14][cH:15][cH:16][cH:17][cH:18]1)[O:19][c:20]1[cH:21][cH:22][c:23]([C:26]([C:27](=[O:28])[O:29][CH2:30][CH3:31])([CH2:32][c:33]2[c:34]([O:46][CH3:47])[c:35]([O:44][CH3:45])[c:36]([O:42][CH3:43])[c:37]([O:40][CH3:41])[c:38]2[Br:52])[C:48]([O:39][CH2:50][CH3:51])=[O:49])[cH:24][cH:25]1.[CH2:62]1[O:63][CH2:64][CH2:65][CH2:66]1.[CH2:7]([Li:8])[CH2:9][CH2:10][CH3:11].[CH3:1][CH2:2][CH2:3][CH2:4][CH2:5][CH3:6].[CH3:53][C:54](=[O:55])[OH:56].[CH3:57][CH2:58][O:59][CH2:60][CH3:61]>>[CH2:12]([c:13]1[cH:14][cH:15][cH:16][cH:17][cH:18]1)[O:19][c:20]1[cH:21][cH:22][c:23]([C:26]2([C:27](=[O:28])[O:29][CH2:30][CH3:31])[CH2:32][c:33]3[c:34]([O:46][CH3:47])[c:35]([O:44][CH3:45])[c:36]([O:42][CH3:43])[c:37]([O:40][CH3:41])[c:38]3[C:48]2=[O:49])[cH:24][cH:25]1. Starting materials: [N]=O.[N+](=O)[O-] (nitric oxide nitrogen dioxide), S(O)(O)(=O)=O (sulfuric acid), NC=1C2=C(C(NN1)=O)C=NC1=C2C=NN1CC (9-amino-3-ethyl-3H-pyrazolo[4′,3′:5,6]pyrido[3,4-d]pyridazin-6(7H)-one), N(=O)[O-].[Na+] (sodium nitrite), S(O)(O)(=O)=O (sulfuric acid). Solvent: O (water). Yields the product C(C)N1N=CC2=C1N=CC=1C(NNC(C12)=O)=O (3-Ethyl-7,8-dihydro-3H-pyrazolo[4′,3′:5,6]pyrido[3,4-d]pyridazine-6,9-dione). RXN SMILES: N[C:2]1[C:3]2[C:12]3[CH:13]=[N:14][N:15]([CH2:16][CH3:17])[C:11]=3[N:10]=[CH:9][C:4]=2[C:5](=[O:8])[NH:6][N:7]=1.N([O-])=[O:19].[Na+].S(=O)(=O)(O)O.[N]=O.[N+]([O-])=O>O>[CH2:16]([N:15]1[C:11]2[N:10]=[CH:9][C:4]3[C:5](=[O:8])[NH:6][NH:7][C:2](=[O:19])[C:3]=3[C:12]=2[CH:13]=[N:14]1)[CH3:17] |f:1.2,4.5,^1:26,28|. Procedure details: To a suspension of 9-amino-3-ethyl-3H-pyrazolo[4′,3′:5,6]pyrido[3,4-d]pyridazin-6(7H)-one (5.0 g, 21.7 mmol) and sodium nitrite (15.0 g, 10 eq) in water (200 mL) was added concentrated sulfuric acid until the pH was <2. The suspension was stirred vigorously and some nitric oxide—nitrogen dioxide was evolved. This suspension was then placed on a hot plate and heated to boiling. The pH of the reaction was maintained at pH>2 with the addition of sulfuric acid as necessary. When the reaction was jud... Reactants: C(#C)C=1C=NC2=CC=C(C=C2C1)OC(C(=O)NC(C#C)(C)CO)SC (2-(3-Ethynyl-quinolin-6-yloxy)-N-(1-hydroxymethyl-1-methylprop-2-ynyl)-2-methylsulfanyl acetamide), CC(=O)OI1(C=2C=CC=CC2C(=O)O1)(OC(=O)C)OC(=O)C (Dess-Martin periodinane). Solvent: ClCCl (dichloromethane). Reaction conditions: time 2 hour. The product is C(#C)C=1C=NC2=CC=C(C=C2C1)OC(C(=O)NC(C#C)(C)C=O)SC (2-(3-Ethynyl-quinolin-6-yloxy)-N-(1-formyl-1-methyl-prop-2-ynyl)-2-methylsulfanyl acetamide). Yield: 102.5%. Reaction SMILES: [C:1]([C:3]1[CH:4]=[N:5][C:6]2[C:11]([CH:12]=1)=[CH:10][C:9]([O:13][CH:14]([S:24][CH3:25])[C:15]([NH:17][C:18]([CH2:22][OH:23])([CH3:21])[C:19]#[CH:20])=[O:16])=[CH:8][CH:7]=2)#[CH:2].CC(OI1(OC(C)=O)(OC(C)=O)OC(=O)C2C=CC=CC1=2)=O>ClCCl>[C:1]([C:3]1[CH:4]=[N:5][C:6]2[C:11]([CH:12]=1)=[CH:10][C:9]([O:13][CH:14]([S:24][CH3:25])[C:15]([NH:17][C:18]([CH:22]=[O:23])([CH3:21])[C:19]#[CH:20])=[O:16])=[CH:8][CH:7]=2)#[CH:2]. Procedure: 2-(3-Ethynyl-quinolin-6-yloxy)-N-(1-hydroxymethyl-1-methylprop-2-ynyl)-2-methylsulfanyl acetamide (0.513 g) in dichloromethane (25 ml) was treated with Dess-Martin periodinane (0.737 g). The reaction mixture was stirred at room temperature for 2 hrs and then, quenched with sat. aqueous NaHCO3 and sat. aqueous sodium thiosulphate. The reaction mixture was vigorously stirred at rt. for 40 minutes after which time the two phases were separated. The organic layer was washed thrice with sat. aqueous....